The task is: describe an organic reaction: reactants, conditions, products, and yield. This data is from the Open Reaction Database (ORD), a public repository of structured organic reaction records. The reactants are ClC1=NC(=C(C2=CC=CC=C12)C1=CC=CC=C1)Cl (1,3-dichloro-4-phenylisoquinoline), N1C=NC=C1 (imidazole), 1d. Solvent: CN(C=O)C (dimethyl-formamide). The product is ClC=1N=C(C2=CC=CC=C2C1C1=CC=CC=C1)N1C=NC=C1 (3-Chloro-1-(1-imidazolyl)-4-phenylisoquinoline). RXN SMILES: Cl[C:2]1[C:11]2[C:6](=[CH:7][CH:8]=[CH:9][CH:10]=2)[C:5]([C:12]2[CH:17]=[CH:16][CH:15]=[CH:14][CH:13]=2)=[C:4]([Cl:18])[N:3]=1.[NH:19]1[CH:23]=[CH:22][N:21]=[CH:20]1>CN(C)C=O>[Cl:18][C:4]1[N:3]=[C:2]([N:19]2[CH:23]=[CH:22][N:21]=[CH:20]2)[C:11]2[C:6]([C:5]=1[C:12]1[CH:17]=[CH:16][CH:15]=[CH:14][CH:13]=1)=[CH:7][CH:8]=[CH:9][CH:10]=2. Procedure details: 2.74 g (10 mmoles) of 1,3-dichloro-4-phenylisoquinoline abd 2.04 g (30 mmoles) of imidazole were heated for 3 hours to 150° C in 5 ml of dimethyl-formamide. Working up was effected as described uner 1d. The reactants are Cl (hydrochloric acid), NC1=CC=C(C#N)C=C1C (4-amino-5-methyl-benzonitrile), C(C)(=O)OC(C)=O (acetic anhydride), C(C)(=O)[O-].[K+] (potassium acetate), N(=O)OCCC(C)C (isoamyl nitrite). Run in C(Cl)(Cl)Cl (chloroform), CO (methanol). Reaction conditions: time 22 hour. The product is ClC=1C=C(C=C2C=NNC12)C#N (7-chloro-1H-indazole-5-carbonitrile). The yield is 18.0%. RXN SMILES: [NH2:1][C:2]1[C:9]([CH3:10])=[CH:8][C:5]([C:6]#[N:7])=[CH:4][CH:3]=1.C(OC(=O)C)(=O)C.C([O-])(=O)C.[K+].[N:23](OCCC(C)C)=O.[ClH:31]>C(Cl)(Cl)Cl.CO>[Cl:31][C:3]1[CH:4]=[C:5]([C:6]#[N:7])[CH:8]=[C:9]2[C:2]=1[NH:1][N:23]=[CH:10]2 |f:2.3|. Procedure details: To a mixture of 4-amino-5-methyl-benzonitrile (3.0 g, 18.0 mmol) in chloroform (50 mL) was added acetic anhydride (3.92 mL, 41.4 mmol). The mixture was heated at reflux for 5 hours and then cooled to room temperature. To the mixture was added potassium acetate (530 mg, 5.4 mmol) and isoamyl nitrite (5.28 mL, 39.6 mmol). The reaction was heated at reflux for 16 hours. The reaction mixture was coded to room temperature, extracted with saturated aqueous sodium bicarbonate, the organics were dried o... The reactants are OC1(CC(CCC1)C(F)(F)F)CNC(=O)C=1C=2C=CC(=NC2C=CC1Cl)Cl (2,6-dichloro-quinoline-5-carboxylic acid (1-hydroxy-3-trifluoromethyl-cyclohexylmethyl)-amide), CCN(C(C)C)C(C)C (DIPEA), CN([C@@H]1CNCC1)C ((S)-3-dimethylamino-pyrrolidine). Product: OC1(CC(CCC1)C(F)(F)F)CNC(=O)C=1C=2C=CC(=NC2C=CC1Cl)N1C[C@H](CC1)N(C)C (6-Chloro-2-((S)-3-dimethylamino-pyrrolidin-1-yl)-quinoline-5-carboxylic acid (1-hydroxy-3-trifluoromethyl-cyclohexylmethyl)-amide). Reaction SMILES: [OH:1][C:2]1([CH2:12][NH:13][C:14]([C:16]2[C:17]3[CH:18]=[CH:19][C:20](Cl)=[N:21][C:22]=3[CH:23]=[CH:24][C:25]=2[Cl:26])=[O:15])[CH2:7][CH2:6][CH2:5][CH:4]([C:8]([F:11])([F:10])[F:9])[CH2:3]1.CCN(C(C)C)C(C)C.[CH3:37][N:38]([CH3:44])[C@H:39]1[CH2:43][CH2:42][NH:41][CH2:40]1>>[OH:1][C:2]1([CH2:12][NH:13][C:14]([C:16]2[C:17]3[CH:18]=[CH:19][C:20]([N:41]4[CH2:42][CH2:43][C@H:39]([N:38]([CH3:44])[CH3:37])[CH2:40]4)=[N:21][C:22]=3[CH:23]=[CH:24][C:25]=2[Cl:26])=[O:15])[CH2:7][CH2:6][CH2:5][CH:4]([C:8]([F:9])([F:10])[F:11])[CH2:3]1. Procedure: The title compound was synthesized according to the procedure described in example 1 using 2,6-dichloro-quinoline-5-carboxylic acid (1-hydroxy-3-trifluoromethyl-cyclohexylmethyl)-amide, DIPEA and (S)-3-dimethylamino-pyrrolidine. 1H NMR (400 MHz, DMSO-d6) δ ppm 8.75 (1H), 7.85 (m, 1H), 7.58 (2H), 7.05 (1H), 4.76 (s, 1H), 3.83 (t, 1H), 3.75 (m, 2H), 3.46 (m, 2H), 3.26 (m, 2H), 2.84 (m, 1H), 2.22 (s, 6H), 2.12 (m, 2H), 1.85-1.72 (m, 4H), 1.27 (t, 1H), 1.07 (t, 1H), 0.83 (d, 3H). m/z: 499 [M+H] Starting materials: COC(CC=1C=C(C(=CC1)F)C1=C(C=C(C=C1)C(F)(F)F)CN[C@H]1[C@H](CC2=CC=CC=C12)O)=O ({6-fluoro-2′-[((1R,2S)-2-hydroxy-indan-1-ylamino)-methyl]-4′-trifluoromethyl-biphenyl-3-yl}-acetic acid methyl ester), C(=O)(Cl)Cl (phosgene). The product is COC(CC=1C=C(C(=CC1)F)C1=C(C=C(C=C1)C(F)(F)F)CN1C(O[C@@H]2[C@H]1C=1C=CC=CC1C2)=O)=O ([6-Fluoro-2′-((3aR,8aS)-2-oxo-8,8a-dihydro-3aH-indeno[1,2-d]oxazol-3-ylmethyl)-4′-trifluoromethyl-biphenyl-3-yl]-acetic acid methyl ester). As a reaction SMILES: [CH3:1][O:2][C:3](=[O:34])[CH2:4][C:5]1[CH:6]=[C:7]([C:12]2[CH:17]=[CH:16][C:15]([C:18]([F:21])([F:20])[F:19])=[CH:14][C:13]=2[CH2:22][NH:23][C@@H:24]2[C:32]3[C:27](=[CH:28][CH:29]=[CH:30][CH:31]=3)[CH2:26][C@@H:25]2[OH:33])[C:8]([F:11])=[CH:9][CH:10]=1.[C:35](Cl)(Cl)=[O:36]>>[CH3:1][O:2][C:3](=[O:34])[CH2:4][C:5]1[CH:6]=[C:7]([C:12]2[CH:17]=[CH:16][C:15]([C:18]([F:20])([F:21])[F:19])=[CH:14][C:13]=2[CH2:22][N:23]2[C@@H:24]3[C:32]4[CH:31]=[CH:30][CH:29]=[CH:28][C:27]=4[CH2:26][C@@H:25]3[O:33][C:35]2=[O:36])[C:8]([F:11])=[CH:9][CH:10]=1. Procedure: Prepared according to the procedure described in Example 25, Step 5, using the following starting materials: {6-fluoro-2′-[((1R,2S)-2-hydroxy-indan-1-ylamino)-methyl]-4′-trifluoromethyl-biphenyl-3-yl}-acetic acid methyl ester and phosgene (1.9M in toluene). Reported procedure: A suspension of 4-oxo-3H-oxazolo[5,4-g]quinazoline (0.98 g, 5.24 mmol) in POCl3 (30 mL) is heated under reflux with vigorous stirring for 18 h, and then concentrated to dryness. The residue is partitioned between EtOAc and saturated aqueous NaHCO3 and the organic portion is worked up to give 4-chlorooxazolo[5,4-g]quinazoline (0.24 g, 22%) as a yellow solid which is used directly. Reaction conditions: time 18 hour. Yield: 22.0%. Starting materials: O=C1C2C(=CC=3C=NC=NC13)OCN2 (4-oxo-3H-oxazolo[5,4-g]quinazoline), O=P(Cl)(Cl)Cl (POCl3). RXN SMILES: O=[C:2]1[C:11]2[N:10]=[CH:9][N:8]=[CH:7][C:6]=2[CH:5]=[C:4]2[O:12][CH2:13][NH:14][CH:3]12.O=P(Cl)(Cl)[Cl:17]>>[Cl:17][C:2]1[C:11]2[N:10]=[CH:9][N:8]=[CH:7][C:6]=2[CH:5]=[C:4]2[O:12][CH:13]=[N:14][C:3]=12. Product: ClC1=C2C(=CC=3C=NC=NC13)OC=N2 (4-chlorooxazolo[5,4-g]quinazoline). Reaction SMILES: [CH3:14][I:15].[CH3:16][CH2:17][OH:18].[Na+:2].[OH-:1].[S:3]=[c:4]1[nH:5][c:6]2[n:7]([c:8](=[O:10])[nH:9]1)[n:11][cH:12][cH:13]2>>[S:3]([c:4]1[n:5][c:6]2[n:7]([c:8](=[O:10])[nH:9]1)[n:11][cH:12][cH:13]2)[CH3:14]. Starting materials: CI, CCO, [Na+], [OH-], O=c1[nH]c(=S)[nH]c2ccnn12. The product is CSc1nc2ccnn2c(=O)[nH]1. Starting materials: CCOC(=O)CCc1c[nH]c2c(-c3noc(-c4ccc(OC(C)C)c(C#N)c4)n3)cc(F)cc12, C1CCOC1, Cl, [Na+], [OH-], O. Yields the product CC(C)Oc1ccc(-c2nc(-c3cc(F)cc4c(CCC(=O)O)c[nH]c34)no2)cc1C#N. RXN SMILES: [C:3](#[N:4])[c:5]1[cH:6][c:7](-[c:15]2[n:16][c:17](-[c:20]3[cH:21][c:22]([F:36])[cH:23][c:24]4[c:25]([CH2:29][CH2:30][C:31](=[O:32])[O:33][CH2:34][CH3:35])[cH:26][nH:27][c:28]34)[n:18][o:19]2)[cH:8][cH:9][c:10]1[O:11][CH:12]([CH3:13])[CH3:14].[CH2:38]1[O:39][CH2:40][CH2:41][CH2:42]1.[ClH:37].[Na+:2].[OH-:1].[OH2:43]>>[C:3](#[N:4])[c:5]1[cH:6][c:7](-[c:15]2[n:16][c:17](-[c:20]3[cH:21][c:22]([F:36])[cH:23][c:24]4[c:25]([CH2:29][CH2:30][C:31](=[O:32])[OH:33])[cH:26][nH:27][c:28]34)[n:18][o:19]2)[cH:8][cH:9][c:10]1[O:11][CH:12]([CH3:13])[CH3:14]. Reactants: C(C1=CC=CC=C1)OC1=CC2=C(C(N3[C@H]([C@@H](N2C(=O)OC(C)(C)C)OC2OC(=C(C(=C2O)O)O)O)CCC3)=O)C=C1OC ((11S,11aS)-8-Benzyloxy-10-(tert-butyloxycarbonyl)-7-methoxy-11-(tetrahydroxy-pyran-2-yloxy)-1,2,3,10,11,11a-hexahydro-5H-pyrrolo[2,1-c][1,4]benzodiazepine-5-one), OCC1(O)[C@H](O)[C@H](O)[C@H](O)CO1 (Psi). The reagents and catalysts are [Pd] (palladium on carbon). Solvent: alcohol, CCOC(=O)C.CCCCCC (EtOAc hexane). Yields the product OC1=CC2=C(C(N3[C@H]([C@@H](N2C(=O)OC(C)(C)C)OC2OC(=C(C(=C2O)O)O)O)CCC3)=O)C=C1OC ((11S,11aS)-8-Hydroxy-10-(tert-butyloxycarbonyl)-7-methoxy-11-(tetrahydroxy-pyran-2-yloxy)-1,2,3,10,11,11a-hexahydro-5H-pyrrolo[2,1-c][1,4]benzodiazepine-5-one). The yield is 89.3%. RXN SMILES: C([O:8][C:9]1[C:41]([O:42][CH3:43])=[CH:40][C:12]2[C:13](=[O:39])[N:14]3[CH2:38][CH2:37][CH2:36][C@H:15]3[C@H:16]([O:25][CH:26]3[C:31]([OH:32])=[C:30]([OH:33])[C:29]([OH:34])=[C:28]([OH:35])[O:27]3)[N:17]([C:18]([O:20][C:21]([CH3:24])([CH3:23])[CH3:22])=[O:19])[C:11]=2[CH:10]=1)C1C=CC=CC=1.OCC1(OC[C@@H](O)[C@@H](O)[C@H]1O)O>[Pd].CCOC(C)=O.CCCCCC>[OH:8][C:9]1[C:41]([O:42][CH3:43])=[CH:40][C:12]2[C:13](=[O:39])[N:14]3[CH2:38][CH2:37][CH2:36][C@H:15]3[C@H:16]([O:25][CH:26]3[C:31]([OH:32])=[C:30]([OH:33])[C:29]([OH:34])=[C:28]([OH:35])[O:27]3)[N:17]([C:18]([O:20][C:21]([CH3:24])([CH3:23])[CH3:22])=[O:19])[C:11]=2[CH:10]=1 |f:3.4|. Procedure: A catalytic amount of 10% palladium on carbon (380 mg) was added to a solution of THP protected compound 13 (3.8 g, 7 mmol) in absolute alcohol (30 mL). The reaction mixture was hydrogenated for 3 h at 35 Psi. When the reaction was complete as indicated by TLC (SiO2, 50% EtOAc-hexane) the reaction mixture was filtered through Celite, and removal of excess solvent under reduced pressure afforded the phenol 14 (2.8 g, 6.25 mmol, 90% yield, mixture of diastereomers from THP protecting group) as a w... Reactants: BrC1=CC=C(C(=O)O)C=C1 (4-bromo-benzoic acid), [H-].[Na+] (NaH), C(C)(=O)[O-].[NH4+] (ammonium acetate), C(C)OC(C(C(C(C)C)=O)Cl)=O (2-choro-4-methyl-3-oxo-pentanoic acid ethyl ester). Run in CN(C)C=O (DMF). Reaction conditions: temperature 90 celsius, time 18 hour. The product is C(C)OC(=O)C1=C(N=C(O1)C1=CC=C(C=C1)Br)C(C)C (2-(4-Bromo-phenyl)-4-isopropyl-oxazole-5-carboxylic acid ethyl ester). Yield: 54.6%. Reaction SMILES: [Br:1][C:2]1[CH:10]=[CH:9][C:5]([C:6]([OH:8])=O)=[CH:4][CH:3]=1.[H-].[Na+].[CH2:13]([O:15][C:16](=[O:24])[CH:17](Cl)[C:18](=O)[CH:19]([CH3:21])[CH3:20])[CH3:14].C([O-])(=O)C.[NH4+:29]>CN(C=O)C>[CH2:13]([O:15][C:16]([C:17]1[O:8][C:6]([C:5]2[CH:4]=[CH:3][C:2]([Br:1])=[CH:10][CH:9]=2)=[N:29][C:18]=1[CH:19]([CH3:21])[CH3:20])=[O:24])[CH3:14] |f:1.2,4.5|. Procedure details: A solution of 4-bromo-benzoic acid (34.0 g, 0.169 mol) in DMF (450 mL) is treated at ambient temperature portionwise with NaH (6.4 g, 0.16 mol, 60% oil dispersion). The suspension is heated to 90° C. and 2-choro-4-methyl-3-oxo-pentanoic acid ethyl ester (27.7 g, 0.144 mol) is added neat. The remaining chloride is washed into the reaction flask using DMF (25 mL). The reaction mixture is stirred for 18 h, cooled, and treated with water (600 mL). The mixture is extracted with EtOAc (750 mL). The or...